Dataset: the Open Reaction Database (ORD), a public repository of structured organic reaction records. Task: describe an organic reaction: reactants, conditions, products, and yield The reactants are C(C)(C)(C)C=1C=C(C(C1)=C(C1=CC=CC=C1)C1=CC=CC=C1)C (3-tert-butyl-1-methyl-6,6-diphenyl fulvene), Cl (hydrochloric acid), C(C)(C)(C)C1=CC=2CC3=CC(=CC=C3C2C=C1)C(C)(C)C (2,7-di-tert-butyl-fluorene), C(CCC)[Li].CCCCCC (n-butyl lithium hexane). Run in C(C)OCC (diethyl ether), C(C)OCC (diethyl ether), C(C)OCC (diethyl ether). The product is C(C)(C)(C)C1=CC(C(=C1)C)C(C1=CC=CC=C1)(C1=CC=CC=C1)C1=C(C=CC=2C3=CC=C(C=C3CC12)C(C)(C)C)C(C)(C)C ((3-tert-butyl-5-methyl-cyclopentadienyl)(2,7-di-tert-butyl-fluorenyl)diphenylmethane), solid. The yield is 31.0%. As a reaction SMILES: [C:1]([C:5]1[CH:17]=[CH:16][C:15]2[C:14]3[C:9](=[CH:10][C:11]([C:18]([CH3:21])([CH3:20])[CH3:19])=[CH:12][CH:13]=3)[CH2:8][C:7]=2[CH:6]=1)([CH3:4])([CH3:3])[CH3:2].C([Li])CCC.CCCCCC.[C:33]([C:37]1[CH:38]=[C:39]([CH3:55])[C:40](=[C:42]([C:49]2[CH:54]=[CH:53][CH:52]=[CH:51][CH:50]=2)[C:43]2[CH:48]=[CH:47][CH:46]=[CH:45][CH:44]=2)[CH:41]=1)([CH3:36])([CH3:35])[CH3:34].Cl>C(OCC)C>[C:33]([C:37]1[CH:38]=[C:39]([CH3:55])[CH:40]([C:42]([C:10]2[C:9]3[CH2:8][C:7]4[C:15](=[CH:16][CH:17]=[C:5]([C:1]([CH3:4])([CH3:3])[CH3:2])[CH:6]=4)[C:14]=3[CH:13]=[CH:12][C:11]=2[C:18]([CH3:21])([CH3:20])[CH3:19])([C:43]2[CH:44]=[CH:45][CH:46]=[CH:47][CH:48]=2)[C:49]2[CH:50]=[CH:51][CH:52]=[CH:53][CH:54]=2)[CH:41]=1)([CH3:34])([CH3:35])[CH3:36] |f:1.2|. Reported procedure: In a 200 ml three-necked flask equipped with a magnetic stirrer chip and three-way cock thoroughly purged with nitrogen, 2.53 g of 2,7-di-tert-butyl-fluorene (9.10 mmol) was dissolved in 70 ml of dehydrated diethyl ether in a nitrogen atmosphere. To the solution, 6.4 ml of a n-butyl lithium/hexane solution (1.56M: 9.98 mmol) was gradually added dropwise in an ice bath and stirred at room temperature over night. To the reaction solution, a solution prepared by dissolving 3.01 g of 3-tert-butyl-1-...